This data is from the Open Reaction Database (ORD), a public repository of structured organic reaction records. The task is: describe an organic reaction: reactants, conditions, products, and yield The reactants are C(C=C)OC(=O)N1[C@@H](COCC1)C(=O)OCC (ethyl (3S)-4-allyloxycarbonylmorpholine-3-carboxylate), Cl (hydrochloric acid). The solvent is C(C)O (ethanol), [OH-].[Na+] (sodium hydroxide). Reaction conditions: time 1 hour. Product: C(C=C)OC(=O)N1[C@@H](COCC1)C(=O)O ((3S)-4-allyloxycarbonylmorpholine-3-carboxylic acid). Isolated yield 100.4%. Reaction SMILES: [CH2:1]([O:4][C:5]([N:7]1[CH2:12][CH2:11][O:10][CH2:9][C@H:8]1[C:13]([O:15]CC)=[O:14])=[O:6])[CH:2]=[CH2:3].Cl>C(O)C.[OH-].[Na+]>[CH2:1]([O:4][C:5]([N:7]1[CH2:12][CH2:11][O:10][CH2:9][C@H:8]1[C:13]([OH:15])=[O:14])=[O:6])[CH:2]=[CH2:3] |f:3.4|. Procedure details: A solution of ethyl (3S)-4-allyloxycarbonylmorpholine-3-carboxylate (5.90 g) in a mixture of ethanol (15 ml) and 4N aqueous sodium hydroxide (15 ml) was stirred at 30°-40° C. for one hour. Ethanol was evaporated to give an aqueous solution. The aqueous solution was adjusted to pH 2 with concentrated hydrochloric acid, extracted with ethyl acetate (100 ml), dried over magnesium sulfate, and evaporated under reduced pressure to give (3S)-4-allyloxycarbonylmorpholine-3-carboxylic acid (5.24 g) as a...